Dataset: the Open Reaction Database (ORD), a public repository of structured organic reaction records. Task: describe an organic reaction: reactants, conditions, products, and yield The reactants are N#Cc1ccnc(Cl)c1, CN(C(=O)c1ccc(Cl)cc1)C1CCNCC1c1ccc(Cl)c(Cl)c1, Cl. Yields the product CN(C(=O)c1ccc(Cl)cc1)C1CCN(c2cc(C#N)ccn2)CC1c1ccc(Cl)c(Cl)c1. RXN SMILES: [Cl:27][c:28]1[n:29][cH:30][cH:31][c:32]([C:34]#[N:35])[cH:33]1.[Cl:2][c:3]1[cH:4][cH:5][c:6]([C:7](=[O:8])[N:9]([CH3:10])[CH:11]2[CH:12]([c:17]3[cH:18][c:19]([Cl:24])[c:20]([Cl:23])[cH:21][cH:22]3)[CH2:13][NH:14][CH2:15][CH2:16]2)[cH:25][cH:26]1.[ClH:1]>>[Cl:2][c:3]1[cH:4][cH:5][c:6]([C:7](=[O:8])[N:9]([CH3:10])[CH:11]2[CH:12]([c:17]3[cH:18][c:19]([Cl:24])[c:20]([Cl:23])[cH:21][cH:22]3)[CH2:13][N:14]([c:28]3[n:29][cH:30][cH:31][c:32]([C:34]#[N:35])[cH:33]3)[CH2:15][CH2:16]2)[cH:25][cH:26]1. Starting materials: C(CC(=O)OCC)(=O)OCC (diethyl malonate), ice water, FC1=C(C(=O)Cl)C(=CC(=C1C(F)(F)F)F)F (2,4,6-trifluoro-3-trifluoromethylbenzoylchloride), [Mg] (magnesium), S(O)(O)(=O)=O (sulphuric acid). Reagents/catalysts: C(Cl)(Cl)(Cl)Cl (carbon tetrachloride). Solvent: C(C)O (ethanol), C1(=CC=CC=C1)C (toluene), C1(=CC=CC=C1)C (toluene), C(C)O (ethanol). Reaction conditions: time 1 hour. Product: FC1=C(C(=O)C(C(=O)OCC)C(=O)OCC)C(=CC(=C1C(F)(F)F)F)F (Diethyl (2,4,6-trifluoro-3-trifluoromethylbenzoyl)malonate). RXN SMILES: [Mg].[C:2]([O:10][CH2:11][CH3:12])(=[O:9])[CH2:3][C:4]([O:6][CH2:7][CH3:8])=[O:5].[F:13][C:14]1[C:22]([C:23]([F:26])([F:25])[F:24])=[C:21]([F:27])[CH:20]=[C:19]([F:28])[C:15]=1[C:16](Cl)=[O:17].S(=O)(=O)(O)O>C(Cl)(Cl)(Cl)Cl.C(O)C.C1(C)C=CC=CC=1>[F:13][C:14]1[C:22]([C:23]([F:24])([F:26])[F:25])=[C:21]([F:27])[CH:20]=[C:19]([F:28])[C:15]=1[C:16]([CH:3]([C:4]([O:6][CH2:7][CH3:8])=[O:5])[C:2]([O:10][CH2:11][CH3:12])=[O:9])=[O:17]. Procedure: 0.58 g (0.024 mol) of magnesium filings are introduced into 1.3 ml of ethanol, the reaction is started up using a few drops of carbon tetrachloride, and a solution of 3.4 g (0,019 mol) of diethyl malonate in 2.4 ml of ethanol and 9 ml of toluene is subsequently added dropwise in such a manner that the internal temperature is between 50° and 60° C. Stirring is then continued for one hour at 60° C. A solution of 5.8 g (0,027 mol) of 2,4,6-trifluoro-3-trifluoromethylbenzoylchloride in 2.5 ml of tol... The reactants are CN(C)C=O, ClCCl, O=C(O)C=Cc1ccc(NS(=O)(=O)c2ccc(-c3ccccc3)cc2)cc1. Product: O=C(Cl)C=Cc1ccc(NS(=O)(=O)c2ccc(-c3ccccc3)cc2)cc1. Reaction SMILES: [CH3:31][N:32]([CH3:33])[CH:34]=[O:35].[Cl:28][CH2:29][Cl:30].[c:1]1(-[c:22]2[cH:23][cH:24][cH:25][cH:26][cH:27]2)[cH:2][cH:3][c:4]([S:7](=[O:8])(=[O:9])[NH:10][c:11]2[cH:12][cH:13][c:14]([CH:17]=[CH:18][C:19](=[O:20])[OH:21])[cH:15][cH:16]2)[cH:5][cH:6]1>>[c:1]1(-[c:22]2[cH:23][cH:24][cH:25][cH:26][cH:27]2)[cH:2][cH:3][c:4]([S:7](=[O:8])(=[O:9])[NH:10][c:11]2[cH:12][cH:13][c:14]([CH:17]=[CH:18][C:19](=[O:20])[Cl:28])[cH:15][cH:16]2)[cH:5][cH:6]1.